Dataset: the Open Reaction Database (ORD), a public repository of structured organic reaction records. Task: describe an organic reaction: reactants, conditions, products, and yield The reactants are BrC=1C=C(C(=NC1)C(=O)O)F (5-Bromo-3-fluoropyridine-2-carboxylic acid), S(=O)(Cl)Cl (thionyl chloride). Solvent: ClCCl (dichloromethane). Run at time 3 hour. Product: BrC=1C=C(C(=NC1)C(=O)Cl)F (5-bromo-3-fluoropyridine-2-carbonyl chloride). As a reaction SMILES: [Br:1][C:2]1[CH:3]=[C:4]([F:11])[C:5]([C:8](O)=[O:9])=[N:6][CH:7]=1.S(Cl)([Cl:14])=O>ClCCl>[Br:1][C:2]1[CH:3]=[C:4]([F:11])[C:5]([C:8]([Cl:14])=[O:9])=[N:6][CH:7]=1. Procedure: 5-Bromo-3-fluoropyridine-2-carboxylic acid (0.40 g, 1.8 mmol) was dissolved in dichloromethane (8 mL), treated with thionyl chloride (0.80 mL, 11 mmol, 6 equiv) and the mixture was placed into a preheated oil bath at 45° C. for 3 hours. The mixture was concentrated in vacuo, providing the titled compound. Starting materials: Cl (hydrochloric acid), CS(=O)(=O)OCCC(C(F)(F)F)SC (4,4,4-trifluoro-3-methylthio-butyl methanesulfonate), FC(CCS(=O)(=O)CC#N)(F)F ((3,3,3-trifluoropropylsulfonyl)acetonitrile), C([O-])([O-])=O.[K+].[K+] (potassium carbonate). Solvent: CS(=O)C (dimethyl sulfoxide). Reaction conditions: temperature 60 celsius, time 2 day. Yields the product FC(C(CCC(C#N)S(=O)(=O)CCC(F)(F)F)SC)(F)F (6,6,6-trifluoro-5-methylthio-2-(3,3,3-trifluoropropylsulfonyl)hexanenitrile). Yield: 34.6%. RXN SMILES: CS(O[CH2:6][CH2:7][CH:8]([S:13][CH3:14])[C:9]([F:12])([F:11])[F:10])(=O)=O.[F:15][C:16]([F:26])([F:25])[CH2:17][CH2:18][S:19]([CH2:22][C:23]#[N:24])(=[O:21])=[O:20].C(=O)([O-])[O-].[K+].[K+].Cl>CS(C)=O>[F:12][C:9]([F:10])([F:11])[CH:8]([S:13][CH3:14])[CH2:7][CH2:6][CH:22]([S:19]([CH2:18][CH2:17][C:16]([F:26])([F:15])[F:25])(=[O:21])=[O:20])[C:23]#[N:24] |f:2.3.4|. Procedure: To a solution of 1.0 g of 4,4,4-trifluoro-3-methylthio-butyl methanesulfonate and 0.8 g of (3,3,3-trifluoropropylsulfonyl)acetonitrile in 30 ml of dimethyl sulfoxide was added 0.5 g of potassium carbonate at room temperature, heated to 60° C. and then stirred at the same temperature for 2 days. The reaction mixture was allowed to stand to cool to nearly room temperature. To the reaction mixture was added 10% hydrochloric acid, and then extracted with ethyl acetate. The organic layer was washed w... Starting materials: C(C)(=O)C1=CC=C(C=C1)S(=O)(=O)NC1=C(C=C(C=C1)Cl)C(C1=CC=NC=C1)O (4-Acetyl-N-[4-chloro-2-(hydroxy-pyridin-4-yl-methyl)-phenyl]-benzenesulfonamide), C[C@H]([C@H](C)O)O ((2R,3S)-Butane-2,3-diol). The product is ClC1=CC(=C(C=C1)NS(=O)(=O)C1=CC=C(C=C1)C1(O[C@H]([C@H](O1)C)C)C)C(=O)C1=CC=NC=C1 (N-[4-Chloro-2-(pyridine-4-carbonyl)-phenyl]-4-((4R,5S)-2,4,5-trimethyl-[1,3]dioxolan-2-yl)-benzenesulfonamide). RXN SMILES: [C:1]([C:4]1[CH:9]=[CH:8][C:7]([S:10]([NH:13][C:14]2[CH:19]=[CH:18][C:17]([Cl:20])=[CH:16][C:15]=2[CH:21]([OH:28])[C:22]2[CH:27]=[CH:26][N:25]=[CH:24][CH:23]=2)(=[O:12])=[O:11])=[CH:6][CH:5]=1)(=[O:3])[CH3:2].[CH3:29][C@@H:30](O)[C@@H:31]([OH:33])[CH3:32]>>[Cl:20][C:17]1[CH:18]=[CH:19][C:14]([NH:13][S:10]([C:7]2[CH:6]=[CH:5][C:4]([C:1]3([CH3:2])[O:33][C@H:31]([CH3:32])[C@H:30]([CH3:29])[O:3]3)=[CH:9][CH:8]=2)(=[O:11])=[O:12])=[C:15]([C:21]([C:22]2[CH:23]=[CH:24][N:25]=[CH:26][CH:27]=2)=[O:28])[CH:16]=1. Reported procedure: The title compound was prepared using 4-Acetyl-N-[4-chloro-2-(hydroxy-pyridin-4-yl-methyl)-phenyl]-benzenesulfonamide and (2R,3S)-Butane-2,3-diol following the procedure described in the preceding two examples. MS: m/z 487 M++1). Reaction SMILES: [CH:1]([O:4][CH2:5][CH2:6][C:7]([NH2:9])=[O:8])([CH3:3])[CH3:2].[CH3:10][N:11]([CH3:16])[CH2:12][CH2:13][CH2:14]N.N>>[CH3:10][N:11]([CH3:16])[CH2:12][CH2:13][CH2:14][NH:9][C:7](=[O:8])[CH2:6][CH2:5][O:4][CH:1]([CH3:3])[CH3:2]. The reactants are C(C)(C)OCCC(=O)N (3-isopropoxypropionamide), CN(CCCN)C (3-dimethylaminopropylamine), N (ammonia). Procedure: 131.2 g (1.0 mole) of 3-isopropoxypropionamide are heated with 1.07.3 g (1.05 mole) of 3-dimethylaminopropylamine for 6 hours in a temperature range of 145°-170° C. until the evolution of ammonia is complete. In the subsequent distillation in a high vacuum 198 g (0.92 mole=91.5% of the theoretical yield) of colorless liquid are obtained having a Bp0.1 of 128°-132° C. Yields the product CN(CCCNC(CCOC(C)C)=O)C (N-(3-dimethylaminopropyl)-3-isopropoxypropionamide).